Dataset: the Open Reaction Database (ORD), a public repository of structured organic reaction records. Task: describe an organic reaction: reactants, conditions, products, and yield Starting materials: CC=1C=C2C(=CC1C)N(C3=NC(=O)NC(=O)C3=N2)C[C@@H]([C@@H]([C@@H](CO)O)O)O (e101), C(C1=CC=CC=C1)N1[C@@H](CCC1)C(C)(C)O ((S)-2-(1-benzylpyrrolidin-2-yl)propan-2-ol), CC(=O)[O-] (acetic acid glacial). Solvent: CO (MeOH). Reaction conditions: time 24 hour. Yields the product N1[C@@H](CCC1)C(C)(C)O ((S)-2-(pyrrolidin-2-yl)propan-2-ol). As a reaction SMILES: C([N:8]1[CH2:12][CH2:11][CH2:10][C@H:9]1[C:13]([OH:16])([CH3:15])[CH3:14])C1C=CC=CC=1.CC1C=C2N=C3C(=NC(NC3=O)=O)N(C[C@H](O)[C@H](O)[C@H](O)CO)C2=CC=1C.CC([O-])=O>CO>[NH:8]1[CH2:12][CH2:11][CH2:10][C@H:9]1[C:13]([OH:16])([CH3:15])[CH3:14]. Procedure details: To a solution of (S)-2-(1-benzylpyrrolidin-2-yl)propan-2-ol (1.38 g, 6.29 mmol) in MeOH (50 mL) was added palladium hydroxide, 20 wt % pd (dry basis) on carbon, wet, degussa type e101 ne/w (230 mg, 1.64 mmol) and acetic acid glacial (690 μl, 12.0 mmol). The reaction mixture was stirred at RT under 1 atm of H2 for 24 h. The reaction mixture was filtered through a pad of celite and washed with MeOH. The solvent was evaporated and the residue was partitioned between 2 N NaOH and EtOAc. The aqueous ...